Dataset: the Open Reaction Database (ORD), a public repository of structured organic reaction records. Task: describe an organic reaction: reactants, conditions, products, and yield The reactants are [Br-], CCCCCCCCCCBr, CCCC[N+](CCCC)(CCCC)CCCC, Cc1ncc[nH]1, Cc1ccccc1, [Na+], [OH-]. Product: CCCCCCCCCCn1ccnc1C. Reaction SMILES: [Br-:20].[Br:7][CH2:8][CH2:9][CH2:10][CH2:11][CH2:12][CH2:13][CH2:14][CH2:15][CH2:16][CH3:17].[CH2:21]([N+:22]([CH2:23][CH2:24][CH2:25][CH3:26])([CH2:27][CH2:28][CH2:29][CH3:30])[CH2:31][CH2:32][CH2:33][CH3:34])[CH2:35][CH2:36][CH3:37].[CH3:1][c:2]1[nH:3][cH:4][cH:5][n:6]1.[CH3:38][c:39]1[cH:40][cH:41][cH:42][cH:43][cH:44]1.[Na+:19].[OH-:18]>>[CH3:1][c:2]1[n:3]([CH2:8][CH2:9][CH2:10][CH2:11][CH2:12][CH2:13][CH2:14][CH2:15][CH2:16][CH3:17])[cH:4][cH:5][n:6]1. Reactants: CON, CS(C)=O, C=CS(=O)(=O)N1CCC(c2c[nH]c3c(C(N)=O)cc(-c4ccccc4)cc23)CC1, Cl, [I-], [K+], [K+], [Na+], O=C([O-])[O-]. Yields the product CONCCS(=O)(=O)N1CCC(c2c[nH]c3c(C(N)=O)cc(-c4ccccc4)cc23)CC1. RXN SMILES: [CH3:31][O:32][NH2:33].[CH3:42][S:43]([CH3:44])=[O:45].[CH:1](=[CH2:2])[S:3](=[O:4])(=[O:5])[N:6]1[CH2:7][CH2:8][CH:9]([c:12]2[cH:13][nH:14][c:15]3[c:16]([C:27](=[O:28])[NH2:29])[cH:17][c:18](-[c:21]4[cH:22][cH:23][cH:24][cH:25][cH:26]4)[cH:19][c:20]23)[CH2:10][CH2:11]1.[ClH:30].[I-:41].[K+:34].[K+:35].[Na+:40].[O-:36][C:37]([O-:38])=[O:39]>>[CH2:1]([CH2:2][NH:33][O:32][CH3:31])[S:3](=[O:4])(=[O:5])[N:6]1[CH2:7][CH2:8][CH:9]([c:12]2[cH:13][nH:14][c:15]3[c:16]([C:27](=[O:28])[NH2:29])[cH:17][c:18](-[c:21]4[cH:22][cH:23][cH:24][cH:25][cH:26]4)[cH:19][c:20]23)[CH2:10][CH2:11]1. Starting materials: ClC1=CC=C(C=C1)SC1=CC(=CN1)C(=O)OC (Methyl 5-(4-chlorophenylthio)pyrrole-3-carboxylate), [OH-].[Na+] (sodium hydroxide), Cl (hydrochloric acid). The solvent is CO (methanol). The product is ClC1=CC=C(C=C1)SC1=CC(=CN1)C(=O)O (5-(4-Chlorophenylthio)pyrrole-3-carboxylic Acid). As a reaction SMILES: [Cl:1][C:2]1[CH:7]=[CH:6][C:5]([S:8][C:9]2[NH:13][CH:12]=[C:11]([C:14]([O:16]C)=[O:15])[CH:10]=2)=[CH:4][CH:3]=1.[OH-].[Na+].Cl>CO>[Cl:1][C:2]1[CH:3]=[CH:4][C:5]([S:8][C:9]2[NH:13][CH:12]=[C:11]([C:14]([OH:16])=[O:15])[CH:10]=2)=[CH:6][CH:7]=1 |f:1.2|. Procedure details: Methyl 5-(4-chlorophenylthio)pyrrole-3-carboxylate (1.4 g.) was combined with 20 ml. of methanol and 20 ml. of 1 N sodium hydroxide and heated on a steam bath for 2 hours. The reaction was cooled, acidified with conc. hydrochloric acid. and the crude product which precipitated, collected by filtration. Two recrystallizations from acetone/hexane afforded purified 5-(4-chlorophenylthio)pyrrole-3-carboxylic acid (740 mg., m.p. 171°-173° C.).